From a dataset of the Open Reaction Database (ORD), a public repository of structured organic reaction records. describe an organic reaction: reactants, conditions, products, and yield The reactants are 21, COC(=O)[C@H](O)[C@H](O)[C@@H](O)[C@H](O)CO (ketogulonic acid methyl ester), ester, C(CCCCC)N(CCCCCC)CCCCCC (trihexylamine). Solvent: C(C)#N (acetonitrile). Run at temperature 78 celsius. Product: O=C1C(O)=C(O)[C@H](O1)[C@@H](O)CO (ascorbic acid). Yield: 90.9%. RXN SMILES: C[O:2][C:3]([C@@H:5]([C@@H:7]([C@H:9]([C@@H:11]([CH2:13][OH:14])[OH:12])O)[OH:8])[OH:6])=[O:4].C(N(CCCCCC)CCCCCC)CCCCC>C(#N)C>[O:4]=[C:3]1[O:2][C@H:9]([C@H:11]([CH2:13][OH:14])[OH:12])[C:7]([OH:8])=[C:5]1[OH:6]. Reported procedure: 26.8 g (128.7 mmol) of ketogulonic acid methyl ester and 125 ml of acetonitrile were added under argon to a 500 ml sulphonation flask provided with a stirrer, thermometer, reflux condenser and 50 ml dropping funnel. Thereupon, the mixture was heated to 78° C. (reflux) while stirring. 34.7 g (100 mol %) of trihexylamine (99.4%) were then added dropwise within 15 minutes from the dropping funnel. The ester passed into solution completely after a reaction period of about 1 hour. After stirring for ... Starting materials: FC(C(=O)O)(F)F (trifluoroacetic acid), O=C(COC1=CC=C(CC2C(N(C(S2)=O)C(C2=CC=CC=C2)(C2=CC=CC=C2)C2=CC=CC=C2)=O)C=C1)CC (5-[4-(2-oxobutoxy)benzyl]-3-triphenylmethylthiazolidine-2,4-dione). Solvent: C(Cl)Cl (methylene chloride). Conditions: time 1.5 hour. The product is O=C(COC1=CC=C(CC2C(NC(S2)=O)=O)C=C1)CC (5-[4-(2-Oxobutoxy)benzyl]thiazolidine-2,4-dione). The yield is 90.4%. Reaction SMILES: FC(F)(F)C(O)=O.[O:8]=[C:9]([CH2:45][CH3:46])[CH2:10][O:11][C:12]1[CH:44]=[CH:43][C:15]([CH2:16][CH:17]2[S:21][C:20](=[O:22])[N:19](C(C3C=CC=CC=3)(C3C=CC=CC=3)C3C=CC=CC=3)[C:18]2=[O:42])=[CH:14][CH:13]=1>C(Cl)Cl>[O:8]=[C:9]([CH2:45][CH3:46])[CH2:10][O:11][C:12]1[CH:13]=[CH:14][C:15]([CH2:16][CH:17]2[S:21][C:20](=[O:22])[NH:19][C:18]2=[O:42])=[CH:43][CH:44]=1. Reported procedure: 50 ml of trifluoroacetic acid were added to a solution of 19.3 g of 5-[4-(2-oxobutoxy)benzyl]-3-triphenylmethylthiazolidine-2,4-dione (prepared as described in Preparation 94) in 100 ml of methylene chloride, and the mixture was stirred at room temperature for 1.5 hours. At the end of this time, it was concentrated by evaporation under reduced pressure. Water was added to the residue, and the mixture was neutralized with sodium hydrogencarbonate and then extracted with ethyl acetate. The extract...